From a dataset of the Open Reaction Database (ORD), a public repository of structured organic reaction records. describe an organic reaction: reactants, conditions, products, and yield The reactants are C(C=C)C1CC(CC1=O)NC(OC(C)(C)C)=O (tert-butyl 3-allyl-4-oxocyclopentylcarbamate), C(C)(=O)[O-].[NH4+] (ammonium acetate), FC(CO)(F)F (2,2,2-trifluoroethanol), C(C)(C)(C)[N+]#[C-] (t-butylisonitrile). Reaction conditions: time 3 day. The product is C(C)(=O)N[C@]1(C[C@H](C[C@@H]1CC=C)NC(OC(C)(C)C)=O)C(NC(C)(C)C)=O (tert-butyl (1S,3S,4S)-3-acetamido-4-allyl-3-(tert-butylcarbamoyl)cyclopentylcarbamate). Yield: 58.0%. Reaction SMILES: [CH2:1]([CH:4]1[C:8](=O)[CH2:7][CH:6]([NH:10][C:11](=[O:17])[O:12][C:13]([CH3:16])([CH3:15])[CH3:14])[CH2:5]1)[CH:2]=[CH2:3].[C:18]([O-:21])(=O)[CH3:19].[NH4+:22].[C:23]([N+:27]#[C-])([CH3:26])([CH3:25])[CH3:24].FC(F)(F)[CH2:31][OH:32]>>[C:18]([NH:22][C@:8]1([C:31](=[O:32])[NH:27][C:23]([CH3:26])([CH3:25])[CH3:24])[C@@H:4]([CH2:1][CH:2]=[CH2:3])[CH2:5][C@H:6]([NH:10][C:11](=[O:17])[O:12][C:13]([CH3:16])([CH3:15])[CH3:14])[CH2:7]1)(=[O:21])[CH3:19] |f:1.2|. Reported procedure: While under nitrogen, a mixture of tert-butyl 3-allyl-4-oxocyclopentylcarbamate, mixture of isomers (1.08 g, 4.5 mmol) and ammonium acetate (1.39 g, 18 mmol) in 2,2,2-trifluoroethanol (5 mL) was treated with t-butylisonitrile (1.53 mL, 13.5 mmol) and stirred at room temperature for 3 days. The reaction mixture was concentrated in vacuo and dissolved in dichloromethane (50 mL). The solution was washed with water (25 mL), dried (Na2SO4), and added to a silica gel column (˜250 cc). This was eluted ... Reactants: N1C(CCC1)=O (2-pyrrolidone), ClCC(=O)Cl (chloroacetyl chloride). Solvent: C1(=CC=CC=C1)C (toluene). Reaction conditions: time 6 hour. The product is ClCC(=O)N1C(CCC1)=O (N-(chloroacetyl)pyrrolidone). Isolated yield 95.2%. Reaction SMILES: [NH:1]1[CH2:5][CH2:4][CH2:3][C:2]1=[O:6].[Cl:7][CH2:8][C:9](Cl)=[O:10]>C1(C)C=CC=CC=1>[Cl:7][CH2:8][C:9]([N:1]1[CH2:5][CH2:4][CH2:3][C:2]1=[O:6])=[O:10]. Procedure: To an initial charge of 81.0 g of 2-pyrrolidone in 200 ml of toluene there are added, dropwise and with ice cooling, 54.7 g of chloroacetyl chloride such that the temperature of the reaction mixture remains at 5° C. Following the addition the reaction mixture is stirred at room temperature for 6 hours. The resulting precipitate is filtered off with suction and the solvent is removed in vacuo to give 74.5 g of N-(chloroacetyl)pyrrolidone, corresponding to a yield of 97%. Starting materials: resultant mixture, O (water), resultant mixture, NC(CO)C (2-amino-1-propanol), [H-].[Na+] (sodium hydride), BrC1=CC=C(C#N)C=C1 (4-bromobenzonitrile). Run in CN(C=O)C (N,N-dimethylformamide), CN(C=O)C (dimethylformamide). Run at temperature 0 celsius, time 30 minute. Product: C(#N)C1=CC=C(OCC(C)N)C=C1 (2-(4-cyanophenoxy)-1-methylethylamine). Yield: 40.9%. Reaction SMILES: [NH2:1][CH:2]([CH3:5])[CH2:3][OH:4].[H-].[Na+].Br[C:9]1[CH:16]=[CH:15][C:12]([C:13]#[N:14])=[CH:11][CH:10]=1.O>CN(C)C=O>[C:13]([C:12]1[CH:15]=[CH:16][C:9]([O:4][CH2:3][CH:2]([NH2:1])[CH3:5])=[CH:10][CH:11]=1)#[N:14] |f:1.2|. Procedure details: 50.0 g of 2-amino-1-propanol was added dropwise to a stirred mixture of 29.3 g of 60% sodium hydride and 300 mL of dimethylformamide at 0° C. After the reaction mixture was stirred for 30 minutes at 0° C. a solution containing 121.2 g of 4-bromobenzonitrile dissolved in N,N-dimethylformamide was added dropwise to the reaction mixture. The resultant mixture was stirred for 20 hours at room temperature. After completion of the reaction, the resultant mixture was poured into water and extracted wit... Starting materials: O=C1Nc2cccnc2N(C(=O)Cl)c2ccccc21, C1CCN(CCC2CCNCC2)CC1. Yields the product O=C1Nc2cccnc2N(C(=O)N2CCC(CCN3CCCCC3)CC2)c2ccccc21. Reaction SMILES: [Cl:1][C:2](=[O:3])[N:4]1[c:5]2[c:6]([cH:16][cH:17][cH:18][n:19]2)[NH:7][C:8](=[O:15])[c:9]2[c:10]1[cH:11][cH:12][cH:13][cH:14]2.[N:20]1([CH2:26][CH2:27][CH:28]2[CH2:29][CH2:30][NH:31][CH2:32][CH2:33]2)[CH2:21][CH2:22][CH2:23][CH2:24][CH2:25]1>>[C:2](=[O:3])([N:4]1[c:5]2[c:6]([cH:16][cH:17][cH:18][n:19]2)[NH:7][C:8](=[O:15])[c:9]2[c:10]1[cH:11][cH:12][cH:13][cH:14]2)[N:31]1[CH2:30][CH2:29][CH:28]([CH2:27][CH2:26][N:20]2[CH2:21][CH2:22][CH2:23][CH2:24][CH2:25]2)[CH2:33][CH2:32]1.